describe an organic reaction: reactants, conditions, products, and yield From a dataset of the Open Reaction Database (ORD), a public repository of structured organic reaction records. The reactants are C(C)(C)(C)C1=CC=C(C=C1)S(=O)(=O)NC=1C2=C(SC1C(=O)OC)C=CC=C2 (Methyl 3-(4-tert-butylphenylsulfonamido)benzo[b]thiophene-2-carboxylate), [OH-].[Na+] (sodium hydroxide), C(C)#N (Acetonitrile), Cl (hydrochloric acid). Run in CO (methanol). Run at time 8 hour. Product: crude product, C(C)(C)(C)C1=CC=C(C=C1)S(=O)(=O)NC=1C2=C(SC1C(=O)O)C=CC=C2 (3-(4-tert-Butylphenylsulfonamido)benzo[b]thiophene-2-carboxylic acid). Yield: 100.2%. RXN SMILES: [C:1]([C:5]1[CH:10]=[CH:9][C:8]([S:11]([NH:14][C:15]2[C:16]3[CH:27]=[CH:26][CH:25]=[CH:24][C:17]=3[S:18][C:19]=2[C:20]([O:22]C)=[O:21])(=[O:13])=[O:12])=[CH:7][CH:6]=1)([CH3:4])([CH3:3])[CH3:2].[OH-].[Na+].C(#N)C.Cl>CO>[C:1]([C:5]1[CH:10]=[CH:9][C:8]([S:11]([NH:14][C:15]2[C:16]3[CH:27]=[CH:26][CH:25]=[CH:24][C:17]=3[S:18][C:19]=2[C:20]([OH:22])=[O:21])(=[O:13])=[O:12])=[CH:7][CH:6]=1)([CH3:4])([CH3:2])[CH3:3] |f:1.2|. Reported procedure: To a solution of 88 (0.120 g; 0.31 mmol) in methanol (2 mL) was added aqueous sodium hydroxide (1 mL; 2 mmol; 2N). Acetonitrile (2 mL) was added to aid in solubility, and the resulting mixture was stirred overnight. The reaction mixture was acidified with aqueous hydrochloric acid (2N) and extracted with ethyl acetate. The organic layer was dried over sodium sulfate, decanted, and concentrated under reduced pressure. Trituration of the crude product from hexanes and dichloromethane yielded the d... The reactants are C(C1=CC=CC=C1)OC(=O)N(C12CCC(CC1)(CC2)C(=O)ON2N=NC1=C2C=CC=C1)CC(=O)N1[C@@H](C[C@@H](C1)F)C#N ((2S,4S)-1-[[N-benzyloxycarbonyl-N-[4-(benzotriazol-1-yl)oxycarbonylbicyclo[2.2.2]oct-1-yl]amino]acetyl]-4-fluoropyrrolidine-2-carbonitrile), NC12CCC(CC1)(CC2)C(=O)OCC (ethyl 4-aminobicyclo[2.2.2]octane-1-carboxylate). Yields the product C(C1=CC=CC=C1)OC(=O)N(C12CCC(CC1)(CC2)C(=O)NC21CCC(CC2)(CC1)C(=O)OCC)CC(=O)N1[C@@H](C[C@@H](C1)F)C#N ((2S,4S)-1-[[N-benzyloxycarbonyl-N-[4-[N-(4-ethoxycarbonylbicyclo[2.2.2]oct-1-yl)amino]carbonylbicyclo[2.2.2]oct-1-yl]amino]acetyl]-4-fluoropyrrolidine-2-carbonitrile). Yield: 73.5%. RXN SMILES: [CH2:1]([O:8][C:9]([N:11]([CH2:32][C:33]([N:35]1[CH2:39][C@@H:38]([F:40])[CH2:37][C@H:36]1[C:41]#[N:42])=[O:34])[C:12]12[CH2:19][CH2:18][C:15]([C:20](ON3C4C=CC=CC=4N=N3)=[O:21])([CH2:16][CH2:17]1)[CH2:14][CH2:13]2)=[O:10])[C:2]1[CH:7]=[CH:6][CH:5]=[CH:4][CH:3]=1.[NH2:43][C:44]12[CH2:51][CH2:50][C:47]([C:52]([O:54][CH2:55][CH3:56])=[O:53])([CH2:48][CH2:49]1)[CH2:46][CH2:45]2>>[CH2:1]([O:8][C:9]([N:11]([CH2:32][C:33]([N:35]1[CH2:39][C@@H:38]([F:40])[CH2:37][C@H:36]1[C:41]#[N:42])=[O:34])[C:12]12[CH2:19][CH2:18][C:15]([C:20]([NH:43][C:44]34[CH2:45][CH2:46][C:47]([C:52]([O:54][CH2:55][CH3:56])=[O:53])([CH2:50][CH2:51]3)[CH2:48][CH2:49]4)=[O:21])([CH2:16][CH2:17]1)[CH2:14][CH2:13]2)=[O:10])[C:2]1[CH:3]=[CH:4][CH:5]=[CH:6][CH:7]=1. Procedure details: In a similar manner to Example 4, (2S,4S)-1-[[N-benzyloxycarbonyl-N-[4-(benzotriazol-1-yl)oxycarbonylbicyclo[2.2.2]oct-1-yl]amino]acetyl]-4-fluoropyrrolidine-2-carbonitrile (50.0 mg) and ethyl 4-aminobicyclo[2.2.2]octane-1-carboxylate (22.3 mg) were used to obtain (2S,4S)-1-[[N-benzyloxycarbonyl-N-[4-[N-(4-ethoxycarbonylbicyclo[2.2.2]oct-1-yl)amino]carbonylbicyclo[2.2.2]oct-1-yl]amino]acetyl]-4-fluoropyrrolidine-2-carbonitrile (40.7 mg). The reactants are CN(N=C(C1=C(C=CC=C1F)F)Cl)S(=O)(=O)C1=CC=CC=C1 (N-methyl-N-(benzenesulfonyl)-2,6-difluorobenzohydrazonoyl chloride), ClC1=C(C=C(C#N)C=C1)OC1=NC=C(C=C1)C(F)(F)F (4-chloro-3-(5-trifluoromethylpyridine-2-yloxy)benzonitrile), ClC1=C(C=CC=C1)Cl (o-dichlorobenzene). The reagents and catalysts are [Fe](Cl)(Cl)Cl (iron (III) chloride). Run in C(Cl)(Cl)Cl (chloroform). Conditions: temperature 140 celsius, time 30 minute. Yields the product ClC1=C(C=C(C=C1)C1=NC(=NN1C)C1=C(C=CC=C1F)F)OC1=NC=C(C=C1)C(F)(F)F (5-[4-chloro-3-(5-trifluoromethylpyridine-2-yloxy)phenyl]-3(2,6-difluorophenyl)-1-methyl-1H-1,2,4-triazole). Isolated yield 24.6%. As a reaction SMILES: [CH3:1][N:2](S(C1C=CC=CC=1)(=O)=O)[N:3]=[C:4](Cl)[C:5]1[C:10]([F:11])=[CH:9][CH:8]=[CH:7][C:6]=1[F:12].[Cl:23][C:24]1[CH:31]=[CH:30][C:27]([C:28]#[N:29])=[CH:26][C:25]=1[O:32][C:33]1[CH:38]=[CH:37][C:36]([C:39]([F:42])([F:41])[F:40])=[CH:35][N:34]=1.ClC1C=CC=CC=1Cl>C(Cl)(Cl)Cl.[Fe](Cl)(Cl)Cl>[Cl:23][C:24]1[CH:31]=[CH:30][C:27]([C:28]2[N:2]([CH3:1])[N:3]=[C:4]([C:5]3[C:6]([F:12])=[CH:7][CH:8]=[CH:9][C:10]=3[F:11])[N:29]=2)=[CH:26][C:25]=1[O:32][C:33]1[CH:38]=[CH:37][C:36]([C:39]([F:40])([F:41])[F:42])=[CH:35][N:34]=1. Procedure: A mixture of N-methyl-N-(benzenesulfonyl)-2,6-difluorobenzohydrazonoyl chloride (0.90 g), 4-chloro-3-(5-trifluoromethylpyridine-2-yloxy)benzonitrile (0.90 g), anhydrous iron (III) chloride (0.50 g) and o-dichlorobenzene (5 ml) is stirred at an oil bath temperature of 140° C. for 30 minutes. After cooling, it is dissolved in chloroform (100 ml) and washed with dilute hydrochloric acid, dilute aqueous solution of sodium hydroxide and saline. Then, it is dried over anhydrous magnesium sulfate and c... The reactants are ClC=1C(N(C(=CC1O)C)CC1=NC=C(N=C1)C)=O (3-chloro-4-hydroxy-6-methyl-1-[(5-methylpyrazin-2-yl)methyl]pyridin-2(1H)-one), C(=O)([O-])[O-].[K+].[K+] (K2CO3), FC1=C(CBr)C=CC(=C1)F (2,4-difluorobenzyl bromide). Run in CC(=O)N(C)C (DMA). Run at time 1.5 hour. Yields the product ClC=1C(N(C(=CC1OCC1=C(C=C(C=C1)F)F)C)CC1=NC=C(N=C1)C)=O (3-chloro-4-[(2,4-difluorobenzyl)oxy]-6-methyl-1-[(5-methylpyrazin-2-yl)methyl]pyridin-2(1H)-one). Reaction SMILES: [Cl:1][C:2]1[C:3](=[O:18])[N:4]([CH2:10][C:11]2[CH:16]=[N:15][C:14]([CH3:17])=[CH:13][N:12]=2)[C:5]([CH3:9])=[CH:6][C:7]=1[OH:8].C([O-])([O-])=O.[K+].[K+].[F:25][C:26]1[CH:33]=[C:32]([F:34])[CH:31]=[CH:30][C:27]=1[CH2:28]Br>CC(N(C)C)=O>[Cl:1][C:2]1[C:3](=[O:18])[N:4]([CH2:10][C:11]2[CH:16]=[N:15][C:14]([CH3:17])=[CH:13][N:12]=2)[C:5]([CH3:9])=[CH:6][C:7]=1[O:8][CH2:28][C:27]1[CH:30]=[CH:31][C:32]([F:34])=[CH:33][C:26]=1[F:25] |f:1.2.3|. Procedure details: To a solution of 3-chloro-4-hydroxy-6-methyl-1-[(5-methylpyrazin-2-yl)methyl]pyridin-2(1H)-one (2.48 g, 9.3 mmol) in DMA (7 mL)was added K2CO3 (1.54 g, 11.0 mmol) followed by 2,4-difluorobenzyl bromide (1.2 mL, 9.3 mmol). The reaction mixture stirred at room temperature under nitrogen for 1.5 hours. The solvent was distilled in vacuo. The resulting residue was diluted in dichloromethane and washed with water. The organic extracts were concentrated and the resulting residue was purified by flash ... Reactants: C(C)C=1C=C(N(N1)C)N (5-ethyl-2-methyl-2H-pyrazol-3-ylamine), C1(CCC1)C(CC#N)=O (3-cyclobutyl-3-oxopropionitrile). Product: C1(CCC1)C=1C=C(N(N1)C)N (5-Cyclobutyl-2-methyl-2H-pyrazol-3-ylamine). RXN SMILES: [CH2:1]([C:3]1[CH:4]=[C:5]([NH2:9])[N:6]([CH3:8])[N:7]=1)[CH3:2].[CH:10]1(C(=O)CC#N)CC[CH2:11]1>>[CH:1]1([C:3]2[CH:4]=[C:5]([NH2:9])[N:6]([CH3:8])[N:7]=2)[CH2:11][CH2:10][CH2:2]1. Procedure details: This is synthesized in an analogous manner to 5-ethyl-2-methyl-2H-pyrazol-3-ylamine except using 3-cyclobutyl-3-oxopropionitrile instead of 3-oxo-pentanenitrile. Starting materials: C(C)OC(=O)Cl (ethylchloroformate), ClC1=CC2=C(C=C1CC1=CC=C(C=C1)CC)[C@@]1(O[C@@H]([C@H]([C@@H]([C@H]1O)O)O)CO)CO2 ((2′R,3′R,4′S,5′S,6′R)-6-chloro-5-(4-ethylbenzyl)-6′-(hydroxymethyl)-3′,4′,5′,6′-tetrahydro-2H-spiro[benzofuran-3,2′-pyran]-3′,4′,5′-triol), ClC(=O)OCC (ethyl chloroformate). The solvent is N1=C(C=C(C=C1C)C)C (2,4,6-collidine), C(Cl)Cl (DCM). Reaction conditions: time 1.5 hour. The product is C(OC[C@@H]1[C@H]([C@@H]([C@H]([C@]2(O1)COC1=C2C=C(C(=C1)Cl)CC1=CC=C(C=C1)CC)O)O)O)(OCC)=O (((2′R,3′R,4′S,5′S,6′R)-6-chloro-5-(4-ethylbenzyl)-3′,4′,5′-trihydroxy-3′,4′,5′,6′-tetrahydro-2H-spiro[benzofuran-3,2′-pyran]-6′-yl)methyl ethyl carbonate). The yield is 53.4%. As a reaction SMILES: [Cl:1][C:2]1[C:7]([CH2:8][C:9]2[CH:14]=[CH:13][C:12]([CH2:15][CH3:16])=[CH:11][CH:10]=2)=[CH:6][C:5]2[C@@:17]3([CH2:28][O:29][C:4]=2[CH:3]=1)[C@H:22]([OH:23])[C@@H:21]([OH:24])[C@H:20]([OH:25])[C@@H:19]([CH2:26][OH:27])[O:18]3.Cl[C:31]([O:33][CH2:34][CH3:35])=[O:32]>N1C(C)=CC(C)=CC=1C.C(Cl)Cl>[C:31](=[O:32])([O:33][CH2:34][CH3:35])[O:27][CH2:26][C@H:19]1[O:18][C@@:17]2([C:5]3[CH:6]=[C:7]([CH2:8][C:9]4[CH:10]=[CH:11][C:12]([CH2:15][CH3:16])=[CH:13][CH:14]=4)[C:2]([Cl:1])=[CH:3][C:4]=3[O:29][CH2:28]2)[C@H:22]([OH:23])[C@@H:21]([OH:24])[C@@H:20]1[OH:25]. Reported procedure: To a solution of 30 (12 mg, 28.5 μmol) in 2,4,6-collidine (100 μL) at −30° C. was added a solution of ethyl chloroformate (4 μL, 41.8 umol, 1.5 eq.) in DCM (100 μL). The mixture was kept at −30° C. for 1.5 hours, warmed to ambient temperature, and stirred overnight, after which additional ethylchloroformate (4 μL) was added. The reaction mixture was quenched with methanol, evaporated, and purified via HPLC to give 31 (7.5 mg, 53% yield). 1H NMR (300 MHz, CD3OD) δ 7.14 (s, 1H), 7.07 (s, 4H), 6.83... The product is c1cncc(Cn2ccc3ccccc32)c1. Reaction SMILES: [CH3:26][N:27]([CH3:28])[CH:29]=[O:30].[Cl:13][CH2:14][c:15]1[cH:16][n:17][cH:18][cH:19][cH:20]1.[ClH:12].[H-:10].[Na+:11].[Na+:21].[OH:22][C:23](=[O:24])[O-:25].[nH:1]1[cH:2][cH:3][c:4]2[cH:5][cH:6][cH:7][cH:8][c:9]12>>[n:1]1([CH2:14][c:15]2[cH:16][n:17][cH:18][cH:19][cH:20]2)[cH:2][cH:3][c:4]2[cH:5][cH:6][cH:7][cH:8][c:9]12. The reactants are CN(C)C=O, ClCc1cccnc1, Cl, [H-], [Na+], [Na+], O=C([O-])O, c1ccc2[nH]ccc2c1.